From a dataset of the Open Reaction Database (ORD), a public repository of structured organic reaction records. describe an organic reaction: reactants, conditions, products, and yield Starting materials: ClC1=C(C(=C(C=C1OC)OC)Cl)C1=NC=C2C(=N1)NN=C2I (6-(2,6-dichloro-3,5-dimethoxyphenyl)-3-iodo-1H-pyrazolo[3,4-d]pyrimidine), CC1(OB(OC1(C)C)C=1C=C2CCNC(C2=CC1)=O)C (6-(4,4,5,5-tetramethyl-1,3,2-dioxaborolan-2-yl)-3,4-dihydroisoquinolin-1(2H)-one), C([O-])([O-])=O.[Na+].[Na+] (sodium carbonate). Reagents/catalysts: C=1C=CC(=CC1)[P](C=2C=CC=CC2)(C=3C=CC=CC3)[Pd]([P](C=4C=CC=CC4)(C=5C=CC=CC5)C=6C=CC=CC6)([P](C=7C=CC=CC7)(C=8C=CC=CC8)C=9C=CC=CC9)[P](C=1C=CC=CC1)(C=1C=CC=CC1)C=1C=CC=CC1 (tetrakis(triphenylphosphine)palladium(0)). The solvent is O1CCOCC1 (1,4-dioxane), O (water). Conditions: temperature 120 celsius, time 3 hour. Yields the product ClC1=C(C(=C(C=C1OC)OC)Cl)C1=NC=C2C(=N1)NN=C2C=2C=C1CCNC(C1=CC2)=O (6-[6-(2,6-dichloro-3,5-dimethoxyphenyl)-1H-pyrazolo[3,4-d]pyrimidin-3-yl]-3,4-dihydroisoquinolin-1(2H)-one). As a reaction SMILES: [Cl:1][C:2]1[C:7]([O:8][CH3:9])=[CH:6][C:5]([O:10][CH3:11])=[C:4]([Cl:12])[C:3]=1[C:13]1[N:18]=[C:17]2[NH:19][N:20]=[C:21](I)[C:16]2=[CH:15][N:14]=1.CC1(C)C(C)(C)OB([C:31]2[CH:32]=[C:33]3[C:38](=[CH:39][CH:40]=2)[C:37](=[O:41])[NH:36][CH2:35][CH2:34]3)O1.C(=O)([O-])[O-].[Na+].[Na+]>O1CCOCC1.O.C1C=CC([P]([Pd]([P](C2C=CC=CC=2)(C2C=CC=CC=2)C2C=CC=CC=2)([P](C2C=CC=CC=2)(C2C=CC=CC=2)C2C=CC=CC=2)[P](C2C=CC=CC=2)(C2C=CC=CC=2)C2C=CC=CC=2)(C2C=CC=CC=2)C2C=CC=CC=2)=CC=1>[Cl:1][C:2]1[C:7]([O:8][CH3:9])=[CH:6][C:5]([O:10][CH3:11])=[C:4]([Cl:12])[C:3]=1[C:13]1[N:18]=[C:17]2[NH:19][N:20]=[C:21]([C:31]3[CH:32]=[C:33]4[C:38](=[CH:39][CH:40]=3)[C:37](=[O:41])[NH:36][CH2:35][CH2:34]4)[C:16]2=[CH:15][N:14]=1 |f:2.3.4,^1:59,61,80,99|. Procedure details: A mixture of 6-(2,6-dichloro-3,5-dimethoxyphenyl)-3-iodo-1H-pyrazolo[3,4-d]pyrimidine (18.0 mg, 0.0400 mmol), 6-(4,4,5,5-tetramethyl-1,3,2-dioxaborolan-2-yl)-3,4-dihydroisoquinolin-1(2H)-one (16.4 mg, 0.0600 mmol), tetrakis(triphenylphosphine)palladium(0) (2.77 mg, 0.00240 mmol), and sodium carbonate (12.7 mg, 0.120 mmol) in 1,4-dioxane (0.42 mL) and water (0.14 mL) in a reaction vial was sealed, and degassed and recharged with nitrogen for three times. The mixture was stirred at 120° C. for 3 h...